From a dataset of the Open Reaction Database (ORD), a public repository of structured organic reaction records. describe an organic reaction: reactants, conditions, products, and yield Starting materials: C(C)(=O)OCC1=C(C=C(C(=C1)COC(C)=O)C(C)C)C(C)C (2,4-Bis-(acetoxymethyl)-1,5-diisopropylbenzene), [OH-].[K+] (potassium hydroxide). The solvent is CO (methanol). The product is OCC1=C(C=C(C(=C1)CO)C(C)C)C(C)C (2,4-Bis-(hydroxymethyl)-1,5-diisopropylbenzene). RXN SMILES: C([O:4][CH2:5][C:6]1[CH:11]=[C:10]([CH2:12][O:13]C(=O)C)[C:9]([CH:17]([CH3:19])[CH3:18])=[CH:8][C:7]=1[CH:20]([CH3:22])[CH3:21])(=O)C.[OH-].[K+]>CO>[OH:4][CH2:5][C:6]1[CH:11]=[C:10]([CH2:12][OH:13])[C:9]([CH:17]([CH3:18])[CH3:19])=[CH:8][C:7]=1[CH:20]([CH3:22])[CH3:21] |f:1.2|. Reported procedure: 40.2 g (131 mmol) of the compound from Example 2 are stirred at 50° C. for 3 h with 16.1 g (0.3 mol) of potassium hydroxide in 200 ml of methanol. After distilling off the solvent, the residue is taken up in ether, washed with water, dried using sodium sulphate and recrystallized from ethyl acetate/petroleum ether. Starting materials: BrC=1C=NC=C(C(=O)N=[S@](C2=CC=CC=C2)(=O)C)C1 ((S)-5-bromo-N-[methyl(oxido)phenyl--sulfanylidene]nicotinamide), C(#C)C1=C(C=CC=C1)NC(=O)C=1OC=CC1C (3-methyl-furan-2-carboxylic acid (2-ethynyl-phenyl)-amide). Product: CC1=C(OC=C1)C(=O)NC1=C(C=CC=C1)C#CC=1C=NC=C(C(=O)N=[S@](C2=CC=CC=C2)(=O)C)C1 ((S)-5-({2-[(3-methyl-2-furoyl)amino]phenyl}ethynyl)-N-[methyl(oxido)phenyl--sulfanylidene]nicotinamide). The yield is 43.3%. As a reaction SMILES: Br[C:2]1[CH:3]=[N:4][CH:5]=[C:6]([CH:19]=1)[C:7]([N:9]=[S@@:10]([CH3:18])(=[O:17])[C:11]1[CH:16]=[CH:15][CH:14]=[CH:13][CH:12]=1)=[O:8].[C:20]([C:22]1[CH:27]=[CH:26][CH:25]=[CH:24][C:23]=1[NH:28][C:29]([C:31]1[O:32][CH:33]=[CH:34][C:35]=1[CH3:36])=[O:30])#[CH:21]>>[CH3:36][C:35]1[CH:34]=[CH:33][O:32][C:31]=1[C:29]([NH:28][C:23]1[CH:24]=[CH:25][CH:26]=[CH:27][C:22]=1[C:20]#[C:21][C:2]1[CH:3]=[N:4][CH:5]=[C:6]([CH:19]=1)[C:7]([N:9]=[S@@:10]([CH3:18])(=[O:17])[C:11]1[CH:16]=[CH:15][CH:14]=[CH:13][CH:12]=1)=[O:8])=[O:30]. Procedure: In a manner similar to that described for Example 460 (step 2), (S)-5-bromo-N-[methyl(oxido)phenyl--sulfanylidene]nicotinamide (0.050 g, 0.148 mmol) and 3-methyl-furan-2-carboxylic acid (2-ethynyl-phenyl)-amide (0.050 g, 0.222 mmol) were reacted to give the title compound (0.031 g, 43%). The reactants are C(C)OC([C@H]1NCSC1)=O (L-thioproline ethyl ester), C1[C@H](CCC2=CC=CC=C12)CC(=O)O ((S)-(-)-1,2,3,4-tetrahydronaphthalen-2-ylacetic acid), C(C)OC([C@@H]1NCSC1)=O (D-thioproline ethyl ester), C1(CCC2=CC=CC=C12)CC(=O)O (2-indanyl acetic acid). Product: C(C)OC([C@@H]1NCSC1C(C[C@@H]1CC2=CC=CC=C2CC1)=O)=O (3-[(S)-(-)-1,2,3,4-tetrahydronaphthalen-2-ylacetyl]-D-thioproline ethyl ester). The yield is 83.0%. Reaction SMILES: [CH2:1]1[C:10]2[C:5](=[CH:6][CH:7]=[CH:8][CH:9]=2)[CH2:4][CH2:3][C@@H:2]1[CH2:11][C:12]([OH:14])=O.[CH2:15]([O:17][C:18](=[O:24])[C@H:19]1[CH2:23][S:22][CH2:21][NH:20]1)[CH3:16].C1(CC(O)=O)C2C(=CC=CC=2)CC1.C(OC(=O)[C@@H]1CSCN1)C>>[CH2:15]([O:17][C:18](=[O:24])[C@H:19]1[CH:23]([C:12](=[O:14])[CH2:11][C@H:2]2[CH2:3][CH2:4][C:5]3[C:10](=[CH:9][CH:8]=[CH:7][CH:6]=3)[CH2:1]2)[S:22][CH2:21][NH:20]1)[CH3:16]. Procedure: Colorless crystals of 3-[(S)-(-)-1,2,3,4-tetrahydronaphthalen-2-ylacetyl]-D-thioproline ethyl ester were prepared in the same manner as in Reference Example 1, except that (S)-(-)-1,2,3,4-tetrahydronaphthalen-2-ylacetic acid and D-thioproline ethyl ester were used instead of 2-indanyl acetic acid and L-thioproline ethyl ester, respectively (yield: 83%). Reactants: ClC1=CC=C(C=C1)S(=O)(=O)NCCCCCCC(C(=O)OCC)(C)C (ethyl 8-(4-chlorobenzenesulphonamido)-2,2-dimethyloctanoate), [OH-].[Na+] (sodium hydroxide). Solvent: C(C)O (ethanol), O (water). Yields the product ClC1=CC=C(C=C1)S(=O)(=O)NCCCCCCC(C(=O)O)(C)C (8-(4-Chlorobenzenesulphonamido)-2,2-dimethyloctanoic Acid). The yield is 75.4%. Reaction SMILES: [Cl:1][C:2]1[CH:7]=[CH:6][C:5]([S:8]([NH:11][CH2:12][CH2:13][CH2:14][CH2:15][CH2:16][CH2:17][C:18]([CH3:25])([CH3:24])[C:19]([O:21]CC)=[O:20])(=[O:10])=[O:9])=[CH:4][CH:3]=1.[OH-].[Na+]>C(O)C.O>[Cl:1][C:2]1[CH:3]=[CH:4][C:5]([S:8]([NH:11][CH2:12][CH2:13][CH2:14][CH2:15][CH2:16][CH2:17][C:18]([CH3:25])([CH3:24])[C:19]([OH:21])=[O:20])(=[O:9])=[O:10])=[CH:6][CH:7]=1 |f:1.2|. Reported procedure: A solution of ethyl 8-(4-chlorobenzenesulphonamido)-2,2-dimethyloctanoate (1.0 g), sodium hydroxide (1.5 g) in ethanol (40 ml) and water (5 ml) was stirred at room temperature for 90 hours then refluxed for 3 hours. The solvent was removed and the residue was dissolved in dilute hydrochloric acid, the resulting solution then being extracted with chloroform (3×50 ml). The combined chloroform extracts were dried over magnesium sulphate, the solvent was removed and the residue was recrystallised fr... The reactants are O=C1N(C(N2C1CNCC2)=O)NC([C@H](CC(C)C)[C@H](C\C=C\C2=CC=CC=C2)C(=O)O)=O ((E)-N-(1,2,3,5,6,7,8,8a(RS)-octahydro-1,3-dioxoimidazo[1,5-a]pyrazin-2-yl)-2(R)-[1(S)-(carboxy)-4-phenyl-3-butenyl]-4-methylvaleramide), C=O (formaldehyde). Reagents/catalysts: [Pd] (palladium-on-carbon). Run in CO (methanol). Product: CN1CC2N(CC1)C(N(C2=O)NC([C@H](CC(C)C)[C@H](C\C=C\C2=CC=CC=C2)C(=O)O)=O)=O ((E)-N-(1,2,3,5,6,7,8,8a(RS)-octahydro-7-methyl-1,3-dioxoimidazo[1,5-a]pyrazin-2-yl)-2(R)-[1(S)-(carboxy)-4-phenyl-3-butenyl]-4-methylvaleramide). Reaction SMILES: [O:1]=[C:2]1[CH:6]2[CH2:7][NH:8][CH2:9][CH2:10][N:5]2[C:4](=[O:11])[N:3]1[NH:12][C:13](=[O:32])[C@@H:14]([C@@H:19]([C:29]([OH:31])=[O:30])[CH2:20]/[CH:21]=[CH:22]/[C:23]1[CH:28]=[CH:27][CH:26]=[CH:25][CH:24]=1)[CH2:15][CH:16]([CH3:18])[CH3:17].[CH2:33]=O>CO.[Pd]>[CH3:33][N:8]1[CH2:9][CH2:10][N:5]2[C:4](=[O:11])[N:3]([NH:12][C:13](=[O:32])[C@@H:14]([C@@H:19]([C:29]([OH:31])=[O:30])[CH2:20]/[CH:21]=[CH:22]/[C:23]3[CH:24]=[CH:25][CH:26]=[CH:27][CH:28]=3)[CH2:15][CH:16]([CH3:17])[CH3:18])[C:2](=[O:1])[CH:6]2[CH2:7]1. Reported procedure: A solution of 0.361 g of (E)-N-(1,2,3,5,6,7,8,8a(RS)-octahydro-1,3-dioxoimidazo[1,5-a]pyrazin-2-yl)-2(R)-[1(S)-(carboxy)-4-phenyl-3-butenyl]-4-methylvaleramide (prepared as described in Example 63) in 10 ml of methanol was treated with 1 ml of 40% aqueous formaldehyde solution and then hydrogenated for 1 hour in the presence of 0.03 g of 10% palladium-on-carbon. The catalyst was removed by filtration and evaporation gave 0.395 g of (E)-N-(1,2,3,5,6,7,8,8a(RS)-octahydro-7-methyl-1,3-dioxoimidazo[...